From a dataset of the Open Reaction Database (ORD), a public repository of structured organic reaction records. describe an organic reaction: reactants, conditions, products, and yield The reactants are CCO, O=[N+]([O-])c1ccccc1NCCO, [Na+], [OH-]. Yields the product Nc1ccccc1NCCO. RXN SMILES: [CH3:16][CH2:17][OH:18].[N+:1]([O-:2])(=[O:3])[c:4]1[c:5]([NH:6][CH2:7][CH2:8][OH:9])[cH:10][cH:11][cH:12][cH:13]1.[Na+:15].[OH-:14]>>[NH2:1][c:4]1[c:5]([NH:6][CH2:7][CH2:8][OH:9])[cH:10][cH:11][cH:12][cH:13]1. The reactants are BrCCCCCCCCCC (1-bromo-n-decane), ClC=1C=C(C(=O)O)C=CC1O (3-chloro-4-hydroxybenzoic acid), [OH-].[Na+] (sodium hydroxide), Cl (hydrochloric acid). Run in C(C)O (ethanol), O (water), O (water). The product is ClC=1C=C(C(=O)O)C=CC1OCCCCCCCCCC (3-chloro-4-decyloxybenzoic acid). Isolated yield 30.6%. Reaction SMILES: Br[CH2:2][CH2:3][CH2:4][CH2:5][CH2:6][CH2:7][CH2:8][CH2:9][CH2:10][CH3:11].[Cl:12][C:13]1[CH:14]=[C:15]([CH:19]=[CH:20][C:21]=1[OH:22])[C:16]([OH:18])=[O:17].[OH-].[Na+].Cl>C(O)C.O>[Cl:12][C:13]1[CH:14]=[C:15]([CH:19]=[CH:20][C:21]=1[O:22][CH2:2][CH2:3][CH2:4][CH2:5][CH2:6][CH2:7][CH2:8][CH2:9][CH2:10][CH3:11])[C:16]([OH:18])=[O:17] |f:2.3|. Procedure details: In 100 ml of ethanol were dissolved 18 g of 1-bromo-n-decane and 9 g of 3-chloro-4-hydroxybenzoic acid, an aqueous solution of 40 g of sodium hydroxide in 100 ml of water was added to the above solution, and the mixture was heated and refluxed for 10 hours. Then the reacted solution was made weakly acidic by an addition of 1N hydrochloric acid and thrown in an enough quantity of water to precipitate the reaction product. The precipitate was recovered by filtration and recrystallized from ethanol... The reactants are CC(C)Cc1cc(CCC#N)ccc1-c1ccc(OS(=O)(=O)C(F)(F)F)c(Cc2ccccc2)c1, COc1ccc(B2OC(C)(C)C(C)(C)O2)cc1CC(C)C, COCCOC, CCO, c1ccc(P(c2ccccc2)(c2ccccc2)[Pd](P(c2ccccc2)(c2ccccc2)c2ccccc2)(P(c2ccccc2)(c2ccccc2)c2ccccc2)P(c2ccccc2)(c2ccccc2)c2ccccc2)cc1. Product: COc1ccc(-c2ccc(-c3ccc(CCC#N)cc3CC(C)C)cc2Cc2ccccc2)cc1CC(C)C. As a reaction SMILES: [CH2:1]([c:2]1[cH:3][cH:4][cH:5][cH:6][cH:7]1)[c:8]1[cH:9][c:10](-[c:22]2[c:23]([CH2:32][CH:33]([CH3:34])[CH3:35])[cH:24][c:25]([CH2:28][CH2:29][C:30]#[N:31])[cH:26][cH:27]2)[cH:11][cH:12][c:13]1[O:14][S:15]([C:16]([F:17])([F:18])[F:19])(=[O:20])=[O:21].[CH2:36]([CH:37]([CH3:38])[CH3:39])[c:40]1[cH:41][c:42]([B:48]2[O:49][C:50]([CH3:51])([CH3:52])[C:53]([CH3:54])([CH3:55])[O:56]2)[cH:43][cH:44][c:45]1[O:46][CH3:47].[CH3:57][O:58][CH2:59][CH2:60][O:61][CH3:62].[CH3:63][CH2:64][OH:65].[cH:66]1[cH:67][cH:68][c:69]([P:70]([Pd:71]([P:72]([c:73]2[cH:74][cH:75][cH:76][cH:77][cH:78]2)([c:79]2[cH:80][cH:81][cH:82][cH:83][cH:84]2)[c:85]2[cH:86][cH:87][cH:88][cH:89][cH:90]2)([P:91]([c:92]2[cH:93][cH:94][cH:95][cH:96][cH:97]2)([c:98]2[cH:99][cH:100][cH:101][cH:102][cH:103]2)[c:104]2[cH:105][cH:106][cH:107][cH:108][cH:109]2)[P:110]([c:111]2[cH:112][cH:113][cH:114][cH:115][cH:116]2)([c:117]2[cH:118][cH:119][cH:120][cH:121][cH:122]2)[c:123]2[cH:124][cH:125][cH:126][cH:127][cH:128]2)([c:129]2[cH:130][cH:131][cH:132][cH:133][cH:134]2)[c:135]2[cH:136][cH:137][cH:138][cH:139][cH:140]2)[cH:141][cH:142]1>>[CH2:1]([c:2]1[cH:3][cH:4][cH:5][cH:6][cH:7]1)[c:8]1[cH:9][c:10](-[c:22]2[c:23]([CH2:32][CH:33]([CH3:34])[CH3:35])[cH:24][c:25]([CH2:28][CH2:29][C:30]#[N:31])[cH:26][cH:27]2)[cH:11][cH:12][c:13]1-[c:42]1[cH:41][c:40]([CH2:36][CH:37]([CH3:38])[CH3:39])[c:45]([O:46][CH3:47])[cH:44][cH:43]1. Reactants: Cc1sccc1B(O)O, O=C(O)c1cccc(I)c1, [Na+], [Na+], O=C([O-])[O-], CC(=O)[O-], CC(=O)[O-], O, [Pd+2]. Product: Cc1sccc1-c1cccc(C(=O)O)c1. Reaction SMILES: [CH3:1][c:2]1[s:3][cH:4][cH:5][c:6]1[B:7]([OH:8])[OH:9].[I:10][c:11]1[cH:12][c:13]([C:14](=[O:15])[OH:16])[cH:17][cH:18][cH:19]1.[Na+:20].[Na+:21].[O-:22][C:23](=[O:24])[O-:25].[O-:28][C:29]([CH3:30])=[O:31].[O-:32][C:33]([CH3:34])=[O:35].[OH2:26].[Pd+2:27]>>[CH3:1][c:2]1[s:3][cH:4][cH:5][c:6]1-[c:11]1[cH:12][c:13]([C:14](=[O:15])[OH:16])[cH:17][cH:18][cH:19]1. The reactants are COC(=O)C1(CC=CC1)NC(=O)C1=C(C2=CC=CC=C2C=C1)OCC1=CC=C(C=C1)C(F)(F)F (1-{[1-(4-trifluoromethyl-benzyloxy)-naphthalene-2-carbonyl]-amino}-cyclopent-3-enecarboxylic acid methyl ester). Run in C1CCOC1 (THF), [OH-].[Li+] (lithium hydroxide), CO (methanol). The product is FC(C1=CC=C(COC2=C(C=CC3=CC=CC=C23)C(=O)NC2(CC=CC2)C(=O)O)C=C1)(F)F (1-{[1-(4-trifluoromethyl-benzyl-oxy)-naphthalene-2-carbonyl]-amino}-cyclopent-3-enecarboxylic acid). The yield is 65.2%. RXN SMILES: C[O:2][C:3]([C:5]1([NH:10][C:11]([C:13]2[CH:22]=[CH:21][C:20]3[C:15](=[CH:16][CH:17]=[CH:18][CH:19]=3)[C:14]=2[O:23][CH2:24][C:25]2[CH:30]=[CH:29][C:28]([C:31]([F:34])([F:33])[F:32])=[CH:27][CH:26]=2)=[O:12])[CH2:9][CH:8]=[CH:7][CH2:6]1)=[O:4]>C1COCC1.[OH-].[Li+].CO>[F:32][C:31]([F:33])([F:34])[C:28]1[CH:27]=[CH:26][C:25]([CH2:24][O:23][C:14]2[C:15]3[C:20](=[CH:19][CH:18]=[CH:17][CH:16]=3)[CH:21]=[CH:22][C:13]=2[C:11]([NH:10][C:5]2([C:3]([OH:4])=[O:2])[CH2:6][CH:7]=[CH:8][CH2:9]2)=[O:12])=[CH:30][CH:29]=1 |f:2.3|. Procedure details: 316 mg 1-{[1-(4-trifluoromethyl-benzyloxy)-naphthalene-2-carbonyl]-amino}-cyclopent-3-enecarboxylic acid methyl ester in 9 ml THF, 1.6 ml of 2 M lithium hydroxide and 18 ml methanol were reacted at room temperature for 8 h. The organic solvents were then removed in vacuo, and the residue was acidified with 2 M hydrochloric acid and extracted with ethyl acetate twice. The combined organic layers were dried over magnesium sulphate, and concentrated to yield 200 mg of 1-{[1-(4-trifluoromethyl-benzy...